Task: describe an organic reaction: reactants, conditions, products, and yield. Dataset: the Open Reaction Database (ORD), a public repository of structured organic reaction records Starting materials: N#Cc1ccc(Cn2cncc2CCC=O)cc1, CCO. The product is N#Cc1ccc(C2=CCCc3cncn32)cc1. RXN SMILES: [C:1](#[N:2])[c:3]1[cH:4][cH:5][c:6]([CH2:9][n:10]2[cH:11][n:12][cH:13][c:14]2[CH2:15][CH2:16][CH:17]=[O:18])[cH:7][cH:8]1.[CH3:19][CH2:20][OH:21]>>[C:1](#[N:2])[c:3]1[cH:4][cH:5][c:6]([C:9]2=[CH:17][CH2:16][CH2:15][c:14]3[n:10]2[cH:11][n:12][cH:13]3)[cH:7][cH:8]1. Reactants: CCOc1nc(NC)nc2ccc(C=O)cc12, C1CCNCC1, Cc1ccccc1, Cc1cccc(Cl)c1CNC1=NC(=O)CS1, O=C(O)c1ccccc1. Yields the product CCOc1nc(NC)nc2ccc(C=C3SC(NCc4c(C)cccc4Cl)=NC3=O)cc12. RXN SMILES: [CH2:17]([CH3:18])[O:19][c:20]1[n:21][c:22]([NH:32][CH3:33])[n:23][c:24]2[cH:25][cH:26][c:27]([CH:30]=[O:31])[cH:28][c:29]12.[CH2:43]1[CH2:44][CH2:45][NH:46][CH2:47][CH2:48]1.[CH3:49][c:50]1[cH:51][cH:52][cH:53][cH:54][cH:55]1.[Cl:1][c:2]1[c:3]([CH2:4][NH:5][C:6]2=[N:10][C:9](=[O:11])[CH2:8][S:7]2)[c:12]([CH3:16])[cH:13][cH:14][cH:15]1.[OH:34][C:35]([c:36]1[cH:37][cH:38][cH:39][cH:40][cH:41]1)=[O:42]>>[Cl:1][c:2]1[c:3]([CH2:4][NH:5][C:6]2=[N:10][C:9](=[O:11])[C:8](=[CH:30][c:27]3[cH:26][cH:25][c:24]4[n:23][c:22]([NH:32][CH3:33])[n:21][c:20]([O:19][CH2:17][CH3:18])[c:29]4[cH:28]3)[S:7]2)[c:12]([CH3:16])[cH:13][cH:14][cH:15]1. The reactants are CC(C)O, OCCCCC#Cc1cncnc1. RXN SMILES: [CH:14]([OH:15])([CH3:16])[CH3:17].[n:1]1[cH:2][n:3][cH:4][c:5]([C:7]#[C:8][CH2:9][CH2:10][CH2:11][CH2:12][OH:13])[cH:6]1>>[n:1]1[cH:2][n:3][cH:4][c:5]([CH2:7][CH2:8][CH2:9][CH2:10][CH2:11][CH2:12][OH:13])[cH:6]1. Product: OCCCCCCc1cncnc1. Reactants: CN(C)C=O, Fc1ccc(CCl)cc1, Cc1cn2cccc(O)c2n1. Yields the product Cc1cn2cccc(OCc3ccc(F)cc3)c2n1. As a reaction SMILES: [CH3:21][N:22]([CH3:23])[CH:24]=[O:25].[F:12][c:13]1[cH:14][cH:15][c:16]([CH2:17][Cl:18])[cH:19][cH:20]1.[OH:1][c:2]1[c:3]2[n:4]([cH:5][cH:6][cH:7]1)[cH:8][c:9]([CH3:11])[n:10]2>>[O:1]([c:2]1[c:3]2[n:4]([cH:5][cH:6][cH:7]1)[cH:8][c:9]([CH3:11])[n:10]2)[CH2:17][c:16]1[cH:15][cH:14][c:13]([F:12])[cH:20][cH:19]1.